From a dataset of the Open Reaction Database (ORD), a public repository of structured organic reaction records. describe an organic reaction: reactants, conditions, products, and yield The reactants are C(C1=CC=CC=C1)OCCN1C2=C(C3=C([C@@H](C1=O)NC([C@@](C(=O)O)(C)F)=O)C=CC=C3)C=CC=C2 ((R)—N—[(S)-5-(2-benzyloxy-ethyl)-6-oxo-6,7-dihydro-5H-dibenzo[b,d]azepin-7-yl]-2-fluoro-2-methyl-malonamic acid), FC(CN)(C(F)(F)F)F (2,2,3,3,3-pentafluoropropylamine), solid. Product: C(C1=CC=CC=C1)OCCN1C2=C(C3=C([C@@H](C1=O)NC([C@@](C(=O)NCC(C(F)(F)F)(F)F)(C)F)=O)C=CC=C3)C=CC=C2 ((S)—N—[(S)-5-(2-Benzyloxy-ethyl)-6-oxo-6,7-dihydro-5H-dibenzo[b,d]azepin-7-yl]-2-fluoro-2-methyl-N′-(2,2,3,3,3-pentafluoro-propyl)-malonamide). RXN SMILES: [CH2:1]([O:8][CH2:9][CH2:10][N:11]1[C:17](=[O:18])[C@@H:16]([NH:19][C:20](=[O:27])[C@:21]([F:26])([CH3:25])[C:22]([OH:24])=O)[C:15]2[CH:28]=[CH:29][CH:30]=[CH:31][C:14]=2[C:13]2[CH:32]=[CH:33][CH:34]=[CH:35][C:12]1=2)[C:2]1[CH:7]=[CH:6][CH:5]=[CH:4][CH:3]=1.[F:36][C:37]([F:44])([C:40]([F:43])([F:42])[F:41])[CH2:38][NH2:39]>>[CH2:1]([O:8][CH2:9][CH2:10][N:11]1[C:17](=[O:18])[C@@H:16]([NH:19][C:20](=[O:27])[C@:21]([F:26])([CH3:25])[C:22]([NH:39][CH2:38][C:37]([F:44])([F:36])[C:40]([F:43])([F:42])[F:41])=[O:24])[C:15]2[CH:28]=[CH:29][CH:30]=[CH:31][C:14]=2[C:13]2[CH:32]=[CH:33][CH:34]=[CH:35][C:12]1=2)[C:2]1[CH:3]=[CH:4][CH:5]=[CH:6][CH:7]=1. Procedure details: Using (R)—N—[(S)-5-(2-benzyloxy-ethyl)-6-oxo-6,7-dihydro-5H-dibenzo[b,d]azepin-7-yl]-2-fluoro-2-methyl-malonamic acid and 2,2,3,3,3-pentafluoropropylamine, the title compound was prepared in the same manner as described for example 1c. White solid (63%). MS: m/e=608(M+H+). Reactants: ClC=1C=C(C=CC1OC)NC1=NC(=NC(=C1)C1=CC=C(C=C1)SC)N (N4-(3-chloro-4-methoxy-phenyl)-6-(4-methylsulfanyl-phenyl)-pyrimidine-2,4-diamine), CC(=O)C (acetone), OOS(=O)[O-].[K+] (oxone), OS(=O)(=O)[O-].[K+] (KHSO4). Yields the product ClC=1C=C(C=CC1OC)NC1=NC(=NC(=C1)C1=CC=C(C=C1)S(=O)(=O)C)N (N4-(3-Chloro-4-methoxy-phenyl)-6-(4-methanesulfonyl-phenyl)-pyrimidine-2,4-diamine). As a reaction SMILES: [Cl:1][C:2]1[CH:3]=[C:4]([NH:10][C:11]2[CH:16]=[C:15]([C:17]3[CH:22]=[CH:21][C:20](SC)=[CH:19][CH:18]=3)[N:14]=[C:13]([NH2:25])[N:12]=2)[CH:5]=[CH:6][C:7]=1[O:8][CH3:9].O[O:27][S:28]([O-:30])=O.[K+].OS([O-])(=O)=O.[K+].[CH3:38]C(C)=O>>[Cl:1][C:2]1[CH:3]=[C:4]([NH:10][C:11]2[CH:16]=[C:15]([C:17]3[CH:22]=[CH:21][C:20]([S:28]([CH3:38])(=[O:30])=[O:27])=[CH:19][CH:18]=3)[N:14]=[C:13]([NH2:25])[N:12]=2)[CH:5]=[CH:6][C:7]=1[O:8][CH3:9] |f:1.2,3.4|. Reported procedure: N4-(3-Chloro-4-methoxy-phenyl)-6-(4-methanesulfonyl-phenyl)-pyrimidine-2,4-diamine was prepared from compound N4-(3-chloro-4-methoxy-phenyl)-6-(4-methylsulfanyl-phenyl)-pyrimidine-2,4-diamine, in aqueous acetone (3:1) using oxone (2KHSO5.KHSO4.K2SO4) as an oxidizing agent. Starting materials: ClCC1=CC=C(C(=O)O)C=C1 (4-(chloromethyl)benzoic acid), [OH-].[Na+] (NaOH), Cl.NO (hydroxylamine hydrochloride), [OH-].[Na+] (NaOH), [OH-].[Na+] (NaOH). Run in O (water). Run at temperature 45 celsius. Yields the product C(=O)(O)C1=CC=C(CN(O)CC2=CC=C(C=C2)C(=O)O)C=C1 (N,N-bis(p-carboxybenzyl)hydroxylamine). Yield: 39.0%. RXN SMILES: Cl[CH2:2][C:3]1[CH:11]=[CH:10][C:6]([C:7]([OH:9])=[O:8])=[CH:5][CH:4]=1.[OH-:12].[Na+].Cl.[NH2:15][OH:16]>O>[C:7]([C:6]1[CH:10]=[CH:11][C:3]([CH2:2][N:15]([CH2:2][C:3]2[CH:11]=[CH:10][C:6]([C:7]([OH:9])=[O:8])=[CH:5][CH:4]=2)[OH:16])=[CH:4][CH:5]=1)([OH:8])=[O:12] |f:1.2,3.4|. Procedure details: A filtered solution of 4-(chloromethyl)benzoic acid (33.0 g, 186 mmol) and NaOH (7.43 g, 186 mmol) was added over a 5 minute period to a solution of hydroxylamine hydrochloride (6.45 g, 92.8 mmol), NaOH (3.7 g, 92.8 mmol) and water (100 mL). The solution was stirred mechanically, and heated to 45° C. The pH of the solution was kept at 8-10 by the addition of aqueous NaOH. When the pH of the solution stopped decreasing, the solution was filtered, then acidified with concentrated H2SO4 to a pH of ... Reactants: ClC=1C(=NC(=NC1)NC1=C(C=C(C(=C1)C)C1CCNCC1)C)NC1=NNC(=C1)C (5-chloro-N2-(2,5-dimethyl-4-(piperidin-4-yl)phenyl)-N4-(5-methyl-1H-pyrazol-3-yl)pyrimidine-2,4-diamine), C(=O)([O-])[O-].[Cs+].[Cs+] (Cs2CO3), IC1CCSCC1 (4-iodotetrahydro-2H-thiopyran), [NH4+].[Cl-] (NH4Cl). Run in C(C)#N (acetonitrile). Conditions: temperature 80 celsius, time 16 hour. Yields the product ClC=1C(=NC(=NC1)NC1=C(C=C(C(=C1)C)C1CCN(CC1)C1CCSCC1)C)NC1=NNC(=C1)C (5-chloro-N2-(2,5-dimethyl-4-(1-(tetrahydro-2H-thiopyran-4-yl)piperidin-4-yl)phenyl)-N4-(5-methyl-1H-pyrazol-3-yl)pyrimidine-2,4-diamine). RXN SMILES: [Cl:1][C:2]1[C:3]([NH:23][C:24]2[CH:28]=[C:27]([CH3:29])[NH:26][N:25]=2)=[N:4][C:5]([NH:8][C:9]2[CH:14]=[C:13]([CH3:15])[C:12]([CH:16]3[CH2:21][CH2:20][NH:19][CH2:18][CH2:17]3)=[CH:11][C:10]=2[CH3:22])=[N:6][CH:7]=1.C([O-])([O-])=O.[Cs+].[Cs+].I[CH:37]1[CH2:42][CH2:41][S:40][CH2:39][CH2:38]1.[NH4+].[Cl-]>C(#N)C>[Cl:1][C:2]1[C:3]([NH:23][C:24]2[CH:28]=[C:27]([CH3:29])[NH:26][N:25]=2)=[N:4][C:5]([NH:8][C:9]2[CH:14]=[C:13]([CH3:15])[C:12]([CH:16]3[CH2:21][CH2:20][N:19]([CH:37]4[CH2:42][CH2:41][S:40][CH2:39][CH2:38]4)[CH2:18][CH2:17]3)=[CH:11][C:10]=2[CH3:22])=[N:6][CH:7]=1 |f:1.2.3,5.6|. Procedure: To a solution of 5-chloro-N2-(2,5-dimethyl-4-(piperidin-4-yl)phenyl)-N4-(5-methyl-1H-pyrazol-3-yl)pyrimidine-2,4-diamine (30 mg, 0.073 mmol) in acetonitrile (1 mL) was added Cs2CO3 (47 mg, 0.15 mmol) and 4-iodotetrahydro-2H-thiopyran (48 mg, 0.22 mmol). This mixture was then stirred at 80° C. for 16 hr. After cooling down to room temperature, the mixture was treated with saturated aqueous NH4Cl solution (3 mL) and extracted with EtOAc (3×3 mL). The organic layers were combined and concentrated. ...